Dataset: the Open Reaction Database (ORD), a public repository of structured organic reaction records. Task: describe an organic reaction: reactants, conditions, products, and yield The reactants are CN(C(=O)N1CCN(CC1)CC1=CC2=C(N=C(N=C2N2CCOCC2)Cl)S1)C (4-(2-Chloro-4-morpholin-4-yl-thieno[2,3-d]pyrimidin-6-ylmethyl)-piperazine-1-carboxylic acid dimethylamide), CC1(OB(OC1(C)C)C=1C=NC(=NC1)N)C (5-(4,4,5,5-tetramethyl-[1,3,2]dioxaborolan-2-yl)-pyrimidin-2-ylamine). Yields the product NC1=NC=C(C=N1)C=1N=C(C2=C(N1)SC(=C2)CN2CCN(CC2)C(=O)N(C)C)N2CCOCC2 (4-((2-(2-aminopyrimidin-5-yl)-4-morpholinothieno[2,3-d]pyrimidin-6-yl)methyl)-N,N-dimethylpiperazine-1-carboxamide). Reaction SMILES: [CH3:1][N:2]([CH3:28])[C:3]([N:5]1[CH2:10][CH2:9][N:8]([CH2:11][C:12]2[S:27][C:15]3[N:16]=[C:17](Cl)[N:18]=[C:19]([N:20]4[CH2:25][CH2:24][O:23][CH2:22][CH2:21]4)[C:14]=3[CH:13]=2)[CH2:7][CH2:6]1)=[O:4].CC1(C)C(C)(C)OB([C:37]2[CH:38]=[N:39][C:40]([NH2:43])=[N:41][CH:42]=2)O1>>[NH2:43][C:40]1[N:41]=[CH:42][C:37]([C:17]2[N:18]=[C:19]([N:20]3[CH2:25][CH2:24][O:23][CH2:22][CH2:21]3)[C:14]3[CH:13]=[C:12]([CH2:11][N:8]4[CH2:9][CH2:10][N:5]([C:3]([N:2]([CH3:28])[CH3:1])=[O:4])[CH2:6][CH2:7]4)[S:27][C:15]=3[N:16]=2)=[CH:38][N:39]=1. Procedure: 4-(2-Chloro-4-morpholin-4-yl-thieno[2,3-d]pyrimidin-6-ylmethyl)-piperazine-1-carboxylic acid dimethylamide was reacted with 5-(4,4,5,5-tetramethyl-[1,3,2]dioxaborolan-2-yl)-pyrimidin-2-ylamine in General Procedure A. Purification on silica yielded 128. NMR (CDCl3): 2.55 (m, 4H, 2×CH2), 2.84 (s, 6H, 2×CH3), 3.32 (m, 4H, 2×CH2), 3.79 (s, 2H, CH2), 3.89-3.91 (m, 4H, 2×CH2), 3.95-3.97 (m, 4H, 2×CH2), 5.24 (sbr, 2H, NH2), 7.14 (s, H, ArH), 9.30 (s, 2H, 2×ArH). MS: (ESI+): MH+=484.31 The reactants are OCCCCCCO, CCOC(=O)N1C(=O)c2ccccc2C1=O. The product is CCOC(=O)NC(=O)c1ccccc1C(=O)OCCCCCCO. As a reaction SMILES: [CH2:17]([CH2:18][CH2:19][CH2:20][CH2:21][CH2:22][OH:23])[OH:24].[CH2:1]([CH3:2])[O:3][C:4](=[O:5])[N:6]1[C:7](=[O:16])[c:8]2[c:9]([cH:12][cH:13][cH:14][cH:15]2)[C:10]1=[O:11]>>[CH2:1]([CH3:2])[O:3][C:4](=[O:5])[NH:6][C:10]([c:9]1[c:8]([C:7](=[O:16])[O:24][CH2:17][CH2:18][CH2:19][CH2:20][CH2:21][CH2:22][OH:23])[cH:15][cH:14][cH:13][cH:12]1)=[O:11]. Starting materials: O=C1CCC(=O)N1Br, CC(=O)O, C=Cc1cccc(Cl)c1, [Na+], C1COCCO1, [OH-], O. Product: Clc1cccc(C2CO2)c1. As a reaction SMILES: [Br:14][N:15]1[C:16](=[O:17])[CH2:18][CH2:19][C:20]1=[O:21].[CH3:10][C:11]([OH:12])=[O:13].[Cl:1][c:2]1[cH:3][c:4]([CH:5]=[CH2:6])[cH:7][cH:8][cH:9]1.[Na+:23].[O:24]1[CH2:25][CH2:26][O:27][CH2:28][CH2:29]1.[OH-:22].[OH2:30]>>[Cl:1][c:2]1[cH:3][c:4]([CH:5]2[CH2:6][O:12]2)[cH:7][cH:8][cH:9]1. Starting materials: C([O-])([O-])=O.[K+].[K+] (potassium carbonate), BrCCC1=CC=CC=C1 ((2-bromoethyl)benzene), N-dimethylformamide, C(C1=CC=CC=C1)(=O)NC1=C(C(=O)OC)C=CC(=C1)O (methyl 2-(benzamido)-4-hydroxybenzoate), BrCCC1=CC=CC=C1 ((2-bromoethyl)benzene), C([O-])([O-])=O.[K+].[K+] (potassium carbonate), BrCCC1=CC=CC=C1 ((2-bromoethyl)benzene), Cl (hydrochloric acid). The solvent is C(C)(=O)OCC (ethyl acetate). Conditions: time 3 hour. Product: C(C1=CC=CC=C1)(=O)NC1=C(C(=O)OC)C=CC(=C1)OCCC1=CC=CC=C1 (methyl 2-(benzamido)-4-(phenethyloxy)benzoate). RXN SMILES: C(=O)([O-])[O-].[K+].[K+].Br[CH2:8][CH2:9][C:10]1[CH:15]=[CH:14][CH:13]=[CH:12][CH:11]=1.[C:16]([NH:24][C:25]1[CH:34]=[C:33]([OH:35])[CH:32]=[CH:31][C:26]=1[C:27]([O:29][CH3:30])=[O:28])(=[O:23])[C:17]1[CH:22]=[CH:21][CH:20]=[CH:19][CH:18]=1.Cl>C(OCC)(=O)C>[C:16]([NH:24][C:25]1[CH:34]=[C:33]([O:35][CH2:8][CH2:9][C:10]2[CH:15]=[CH:14][CH:13]=[CH:12][CH:11]=2)[CH:32]=[CH:31][C:26]=1[C:27]([O:29][CH3:30])=[O:28])(=[O:23])[C:17]1[CH:18]=[CH:19][CH:20]=[CH:21][CH:22]=1 |f:0.1.2|. Procedure: 0.13 g of potassium carbonate and 0.10 mL of (2-bromoethyl)benzene were added to 2 mL of N-dimethylformamide solution containing 0.13 g of methyl 2-(benzamido)-4-hydroxybenzoate, and stirred at room temperature for 3 hours. 0.10 mL of (2-bromoethyl)benzene was added to the reaction mixture and stirred at 50° C. for 4 hours and at 80° C. for 3 hours. After the reaction mixture was cooled to room temperature, 0.10 g of potassium carbonate and 0.10 mL of (2-bromoethyl)benzene were added and stirred... Starting materials: C(O)(O)=O.ClC=1C=C(C=CC1)C(CN)O (2-(3-chlorophenyl)-2-hydroxyethylamine carbonate), C(C(=O)C)C1=CC=C(OCC#N)C=C1 (4-acetonylphenoxyacetonitrile), O (water). Run in C1=CC=CC=C1 (benzene). Conditions: time 5 hour. Product: ClC=1C=C(C(CNC(CC2=CC=C(OCC#N)C=C2)C)O)C=CC1 (4-[2-[(3-chloro-β-hydroxyphenethyl)amino]propyl] phenoxyacetonitrile). As a reaction SMILES: C(=O)(O)O.[Cl:5][C:6]1[CH:7]=[C:8]([CH:12]([OH:15])[CH2:13][NH2:14])[CH:9]=[CH:10][CH:11]=1.[CH2:16]([C:20]1[CH:29]=[CH:28][C:23]([O:24][CH2:25][C:26]#[N:27])=[CH:22][CH:21]=1)[C:17]([CH3:19])=O.O>C1C=CC=CC=1>[Cl:5][C:6]1[CH:7]=[C:8]([CH:9]=[CH:10][CH:11]=1)[CH:12]([OH:15])[CH2:13][NH:14][CH:17]([CH3:19])[CH2:16][C:20]1[CH:29]=[CH:28][C:23]([O:24][CH2:25][C:26]#[N:27])=[CH:22][CH:21]=1 |f:0.1|. Procedure: A mixture of 2-(3-chlorophenyl)-2-hydroxyethylamine carbonate (3.35 g) and 4-acetonylphenoxyacetonitrile in benzene was heated under reflux for 1 h with azeotropic removal of water using a Dean and Stark head. The solution was cooled, and the solvent removed in vacuo. The residue was dissolved in methanol and treated with sodium cyanoborohydride (1.25 g) and stirred for 5 h at ambient temperature. The solvent was then evaporated under reduced pressure, the residue dissolved in ethyl acetate, was... Reactants: [Li]CCCC, C1CCOC1, CO, CN1CCC(=C2c3ccccc3CCc3ccccc32)CC1. The product is CN1CC=C(C2c3ccccc3CCc3ccccc32)CC1. RXN SMILES: [CH2:23]([Li:24])[CH2:25][CH2:26][CH3:27].[CH2:30]1[O:31][CH2:32][CH2:33][CH2:34]1.[CH3:28][OH:29].[cH:1]1[cH:2][cH:3][cH:4][c:5]2[c:11]1[CH2:10][CH2:9][c:8]1[c:7]([cH:15][cH:14][cH:13][cH:12]1)[C:6]2=[C:16]1[CH2:17][CH2:18][N:19]([CH3:22])[CH2:20][CH2:21]1>>[cH:1]1[cH:2][cH:3][cH:4][c:5]2[c:11]1[CH2:10][CH2:9][c:8]1[c:7]([cH:15][cH:14][cH:13][cH:12]1)[CH:6]2[C:16]1=[CH:17][CH2:18][N:19]([CH3:22])[CH2:20][CH2:21]1.